From a dataset of the Open Reaction Database (ORD), a public repository of structured organic reaction records. describe an organic reaction: reactants, conditions, products, and yield Reactants: O[C@H](C(=O)O)C(C)(S(=O)(=O)C)C ((2R)-2-hydroxy-3-methyl-3-(methylsulfonyl)butanoic acid), CCOP(=O)(OCC)ON1C(=O)C2=C(C=CC=C2)N=N1 (DEPBT), C(C)(C)N(C(C)C)CC (N,N-diisopropylethylamine), N[C@H]([C@H](C[C@H](CC1=CC=C(C=C1)C1=NC=CC=C1)NC(=O)[C@H](C(C)(C)C)NC(OC)=O)O)CC1=CC=CC=C1 (methyl(1S)-1-[({(1S,3S,4S)-4-amino-3-hydroxy-5-phenyl-1-[4-(2-pyridinyl)benzyl]pentyl}amino)carbonyl]-2,2-dimethylpropylcarbamate). Solvent: O1CCCC1 (tetrahydrofuran). Run at time 1 hour. Yields the product O[C@@H](C[C@H](CC1=CC=C(C=C1)C1=NC=CC=C1)NC(=O)[C@H](C(C)(C)C)NC(OC)=O)[C@H](CC1=CC=CC=C1)NC([C@H](C(C)S(=O)(=O)C)O)=O (methyl(1S)-1-({[(1S,3S,4S)-3-hydroxy-4-{[(2R)-2-hydroxy-3-(methylsulfonyl)butanoyl]amino}-5-phenyl-1-(4-pyridin-2-ylbenzyl)pentyl]amino}carbonyl)-2,2-dimethylpropylcarbamate). Yield: 56.6%. RXN SMILES: [NH2:1][C@@H:2]([CH2:33][C:34]1[CH:39]=[CH:38][CH:37]=[CH:36][CH:35]=1)[C@@H:3]([OH:32])[CH2:4][C@@H:5]([NH:19][C:20]([C@@H:22]([NH:27][C:28](=[O:31])[O:29][CH3:30])[C:23]([CH3:26])([CH3:25])[CH3:24])=[O:21])[CH2:6][C:7]1[CH:12]=[CH:11][C:10]([C:13]2[CH:18]=[CH:17][CH:16]=[CH:15][N:14]=2)=[CH:9][CH:8]=1.[OH:40][C@@H:41]([C:45](C)([S:47]([CH3:50])(=[O:49])=[O:48])[CH3:46])[C:42](O)=[O:43].CCOP(ON1N=NC2C=CC=CC=2C1=O)(OCC)=O.C(N(CC)C(C)C)(C)C>O1CCCC1>[OH:32][C@H:3]([C@@H:2]([NH:1][C:42](=[O:43])[C@@H:41]([OH:40])[CH:45]([S:47]([CH3:50])(=[O:49])=[O:48])[CH3:46])[CH2:33][C:34]1[CH:35]=[CH:36][CH:37]=[CH:38][CH:39]=1)[CH2:4][C@@H:5]([NH:19][C:20]([C@@H:22]([NH:27][C:28](=[O:31])[O:29][CH3:30])[C:23]([CH3:26])([CH3:25])[CH3:24])=[O:21])[CH2:6][C:7]1[CH:12]=[CH:11][C:10]([C:13]2[CH:18]=[CH:17][CH:16]=[CH:15][N:14]=2)=[CH:9][CH:8]=1. Procedure details: To a solution containing the product from Example 2C (0.020 g, 0.038 mmol) in tetrahydrofuran (0.40 mL) were added the product from Example 156C (0.008 g, 0.041 mmol), DEPBT (0.015 g, 0.050 mmol), and N,N-diisopropylethylamine (0.020 mL, 0.115 mmol) and the mixture was stirred at room temperature for 1 hour. The mixture was partitioned between ethyl acetate and 10% Na2CO3 solution. The organic was washed with additional 10% Na2CO3 solution and then brine, dried over MgSO4, filtered and evaporate... Reactants: C(#N)C1N(CCC1)N (cyano-1-aminopyrrolidine), N1=CC=NC2=C1CCN2 (pyrazinopyrrolidine), [ 3+2 ], N1[C@H](C(=O)O)CCC1 (L-proline). Yields the product NCCC1N(CCC1)C (2-aminoethyl-1-methyl pyrrolidine). RXN SMILES: N1[C:6]2[CH2:7][CH2:8][NH:9][C:5]=2N=CC=1.[NH:10]1CCC[C@H:11]1[C:12](O)=O.[C:18](C1CCCN1N)#N>>[NH2:10][CH2:11][CH2:12][CH:5]1[CH2:6][CH2:7][CH2:8][N:9]1[CH3:18]. Procedure details: In more detail, pyrazinopyrrolidine 1A is synthesized via a [3+2] cycloaddition chemistry. Conversion of L-proline 7 to cyano-1-aminopyrrolidine 8 without loss of stereochemistry, followed by reduction provides the chiral 2-aminoethyl-1-methyl pyrrolidine 2A in high yield. CX-3543 was found to have a formulated solubility of approximately 20 mg/mL. Reactants: [BH4-], O=C(n1ccnc1)n1ccnc1, CO, [K+], CCOC(=O)c1cc2cc([N+](=O)[O-])ccc2[nH]1, [Na+], [OH-], O. Yields the product O=[N+]([O-])c1ccc2[nH]c(CO)cc2c1. RXN SMILES: [BH4-:32].[C:20]([n:21]1[cH:22][cH:23][n:24][cH:25]1)([n:26]1[cH:27][cH:28][n:29][cH:30]1)=[O:31].[CH3:34][OH:35].[K+:19].[N+:1](=[O:2])([O-:3])[c:4]1[cH:5][c:6]2[cH:7][c:8]([C:13](=[O:14])[O:15][CH2:16][CH3:17])[nH:9][c:10]2[cH:11][cH:12]1.[Na+:33].[OH-:18].[OH2:36]>>[N+:1](=[O:2])([O-:3])[c:4]1[cH:5][c:6]2[cH:7][c:8]([CH2:13][OH:14])[nH:9][c:10]2[cH:11][cH:12]1.